Task: describe an organic reaction: reactants, conditions, products, and yield. Dataset: the Open Reaction Database (ORD), a public repository of structured organic reaction records Starting materials: C1(=CC=CC=C1)N=C=O (Phenyl isocyanate), CCC(=O)O[C@H]([C@H](C)[C@@H]1[C@@H]([C@H](C[C@@]2(O1)CC[C@@](O2)(C)[C@H]3CC[C@@](O3)(C)[C@H]4[C@H](C[C@@H](O4)[C@@H]5[C@H](C[C@H]([C@@](O5)(CO)O)C)C)C)O)C)[C@H](C)C(=O)O (laidlomycin). Solvent: N1=CC=CC=C1 (pyridine), ClCCl (dichloromethane). The product is CCC(=O)OC(C(C)C1C(C(CC2(O1)CCC(O2)(C)C3CCC(O3)(C)C4C(CC(O4)C5C(CC(C(O5)(COC(=O)NC6=CC=CC=C6)O)C)C)C)O)C)C(C)C(=O)O (laidlomycin phenylcarbamate). The yield is 61.1%. Reaction SMILES: [C:1]1([N:7]=[C:8]=[O:9])[CH:6]=[CH:5][CH:4]=[CH:3][CH:2]=1.[CH3:10][CH2:11][C:12]([O:14][C@@H:15]([C@@H:54]([C:56]([OH:58])=[O:57])[CH3:55])[C@@H:16]([C@H:18]1[O:23][C@:22]2([O:27][C@@:26]([C@@H:29]3[O:33][C@@:32]([C@@H:35]4[O:39][C@@H:38]([C@H:40]5[O:45][C@@:44]([OH:48])([CH2:46][OH:47])[C@H:43]([CH3:49])[CH2:42][C@@H:41]5[CH3:50])[CH2:37][C@@H:36]4[CH3:51])([CH3:34])[CH2:31][CH2:30]3)([CH3:28])[CH2:25][CH2:24]2)[CH2:21][C@H:20]([OH:52])[C@H:19]1[CH3:53])[CH3:17])=[O:13]>N1C=CC=CC=1.ClCCl>[CH3:10][CH2:11][C:12]([O:14][CH:15]([CH:54]([C:56]([OH:58])=[O:57])[CH3:55])[CH:16]([CH:18]1[O:23][C:22]2([O:27][C:26]([CH:29]3[O:33][C:32]([CH:35]4[O:39][CH:38]([CH:40]5[O:45][C:44]([OH:48])([CH2:46][O:47][C:8]([NH:7][C:1]6[CH:6]=[CH:5][CH:4]=[CH:3][CH:2]=6)=[O:9])[CH:43]([CH3:49])[CH2:42][CH:41]5[CH3:50])[CH2:37][CH:36]4[CH3:51])([CH3:34])[CH2:31][CH2:30]3)([CH3:28])[CH2:25][CH2:24]2)[CH2:21][CH:20]([OH:52])[CH:19]1[CH3:53])[CH3:17])=[O:13]. Reported procedure: Phenyl isocyanate (2.38 g, 20 mmol) was added to a solution of laidlomycin (14 g, 20 mmol) in 100 ml of pyridine. The mixture was heated in an oil bath at 70° for 30 min. The mixture was cooled, diluted with dichloromethane, washed with 5% aqueous hydrochloric acid and water, and evaporated. The residue was purified by silica gel chromatography (75% ether hexane, 0.01% formic acid eluent) to afford 10 g of laidlomycin phenylcarbamate as an amorphous solid which melted at 88°-90° C. Carbon-13 NMR... The solvent is CCOC(=O)C (EtOAc), CCCCCC (hexane). Starting materials: [Cl-].[NH4+] (ammonium chloride), CC1(CC1)CCC(=O)OCC (ethyl 3-(1-methyl-cyclopropyl)propanoate), (+)-camphorsulfonyloxaziridine, C(C)(C)NC(C)C (diisopropylamine), C(CCC)[Li] (n-butyllithium), solution, C1CCOC1 (THF). As a reaction SMILES: C(NC(C)C)(C)C.C([Li])CCC.[CH3:13][C:14]1([CH2:17][CH2:18][C:19]([O:21][CH2:22][CH3:23])=[O:20])[CH2:16][CH2:15]1.[Cl-].[NH4+].C1C[O:29]CC1>CCCCCC.CCOC(C)=O>[OH:29][CH:18]([CH2:17][C:14]1([CH3:13])[CH2:15][CH2:16]1)[C:19]([O:21][CH2:22][CH3:23])=[O:20] |f:3.4|. Reported procedure: To a stirred solution of diisopropylamine (1.9 mL, 13 mmol) in dry THF (20 mL) at 0° C. under inert atmosphere was added n-butyllithium (5.2 mL of a 2.5 M solution in hexane, 13 mmol) dropwise over a period of 5 min. The solution was cooled to −78 ° C. and ethyl 3-(1-methyl-cyclopropyl)propanoate (1.87 g, 12 mmol) was added dropwise over a period of 5 min. The solution was stirred at −78 ° C. for 1 h at which time (+)-camphorsulfonyloxaziridine (3.5 g, 15 mmol) was added all at once. The resulti... Reaction conditions: temperature -78 celsius, time 30 minute. The product is OC(C(=O)OCC)CC1(CC1)C (ethyl 2-hydroxy-3-(1-methyl-cyclopropyl)propanoate). Reactants: CC1=C(C2=C3C4=C1O[C@@](C4=O)(O/C=C/[C@@H]([C@H]([C@H]([C@@H]([C@@H]([C@@H]([C@H]([C@H](/C=C/C=C(\C(=O)NC(=CC3=O)C2=O)/C)C)O)C)O)C)OC(=O)C)C)OC)C)O (rifamycin S), CC1CCNCC1 (4-methylpiperidine). The solvent is O (water), O1CCOCC1 (dioxane). Product: C[C@H]1/C=C/C=C(\C(=O)NC2=C(C3=C(C4=C(C(=C3O)C)O[C@@](C4=O)(O/C=C/[C@@H]([C@H]([C@H]([C@@H]([C@@H]([C@@H]([C@H]1O)C)O)C)OC(=O)C)C)OC)C)C(=C2N5CCC(CC5)C)O)O)/C (3-(4-methylpiperidino)-rifamycin). As a reaction SMILES: [CH3:1][C:2]1[C:7]2[O:8][C@:9]3([CH3:49])[O:12][CH:13]=[CH:14][C@H:15]([O:47][CH3:48])[C@@H:16]([CH3:46])[C@@H:17]([O:42][C:43]([CH3:45])=[O:44])[C@H:18]([CH3:41])[C@H:19]([OH:40])[C@H:20]([CH3:39])[C@@H:21]([OH:38])[C@@H:22]([CH3:37])[CH:23]=[CH:24][CH:25]=[C:26]([CH3:36])[C:27]([NH:29][C:30]4[C:34](=[O:35])[C:4](=[C:5]([C:32](=[O:33])[CH:31]=4)[C:6]=2[C:10]3=[O:11])[C:3]=1[OH:50])=[O:28].[CH3:51][CH:52]1[CH2:57][CH2:56][NH:55][CH2:54][CH2:53]1>O1CCOCC1.O>[CH3:37][C@@H:22]1[C@H:21]([OH:38])[C@@H:20]([CH3:39])[C@@H:19]([OH:40])[C@@H:18]([CH3:41])[C@H:17]([O:42][C:43]([CH3:45])=[O:44])[C@H:16]([CH3:46])[C@@H:15]([O:47][CH3:48])[CH:14]=[CH:13][O:12][C@:9]2([CH3:49])[C:10](=[O:11])[C:6]3=[C:7]([O:8]2)[C:2]([CH3:1])=[C:3]([OH:50])[C:4]2=[C:5]3[C:32]([OH:33])=[C:31]([N:55]3[CH2:56][CH2:57][CH:52]([CH3:51])[CH2:53][CH2:54]3)[C:30](=[C:34]2[OH:35])[NH:29][C:27](=[O:28])[C:26]([CH3:36])=[CH:25][CH:24]=[CH:23]1. Procedure: A solution of 25 g (0.036 mol) of rifamycin S in 50 ml of dioxane is mixed with 20 ml (0.2 mol) of 4-methylpiperidine and left to stand at 20° C until the reaction mixture, which is initially deep violet in colour has assumed an orange-yellow colour. The reaction mixture is now diluted with water, acidified to pH 5 and extracted with chloroform. After drying and evaporating the chloroform extract, the evaporation residue is dissolved in methanol and mixed dropwise with concentrated ascorbic acid... Starting materials: C=CCN(C)CCCCOc1ccc2c(c1)CCN2C(=O)OC(C)(C)C, ClCCl. Product: C=CCN(C)CCCCOc1ccc2c(c1)CCN2. Reaction SMILES: [C:1]([O:2][C:3](=[O:4])[N:8]1[CH2:9][CH2:10][c:11]2[cH:12][c:13]([O:17][CH2:18][CH2:19][CH2:20][CH2:21][N:22]([CH3:23])[CH2:24][CH:25]=[CH2:26])[cH:14][cH:15][c:16]21)([CH3:5])([CH3:6])[CH3:7].[Cl:27][CH2:28][Cl:29]>>[NH:8]1[CH2:9][CH2:10][c:11]2[cH:12][c:13]([O:17][CH2:18][CH2:19][CH2:20][CH2:21][N:22]([CH3:23])[CH2:24][CH:25]=[CH2:26])[cH:14][cH:15][c:16]21.